Dataset: the Open Reaction Database (ORD), a public repository of structured organic reaction records. Task: describe an organic reaction: reactants, conditions, products, and yield Yield: 73.6%. Procedure: Following General Procedure B: To a solution of (1-tert-butoxycarbonyl-1H-Benzimidazol-2-ylmethyl)-(5,6,7,8-tetrahydro-quinolin-8-yl)-amine (680 mg, 1.8 mmol) and methyl 4-formylbenzoate (295 mg, 1.8 mmol) in CH2Cl2 (10 mL) was added NaBH(OAc)3 (763 mg, 3.6 mmol) and the mixture stirred for 18 h. The resulting crude material was taken up in neat TFA (2 mL) and stirred 3 h. Saturated aqueous sodium bicarbonate (10 mL) was cautiously added, and the resulting mixture was extracted with CH2Cl2 (3×20... Conditions: time 18 hour. The solvent is C(=O)(C(F)(F)F)O (TFA), C(Cl)Cl (CH2Cl2). RXN SMILES: C(OC([N:8]1[C:12]2[CH:13]=[CH:14][CH:15]=[CH:16][C:11]=2[N:10]=[C:9]1[CH2:17][NH:18][CH:19]1[C:28]2[N:27]=[CH:26][CH:25]=[CH:24][C:23]=2[CH2:22][CH2:21][CH2:20]1)=O)(C)(C)C.[CH:29]([C:31]1[CH:40]=[CH:39][C:34]([C:35]([O:37][CH3:38])=[O:36])=[CH:33][CH:32]=1)=O.[BH-](OC(C)=O)(OC(C)=O)OC(C)=O.[Na+].C(=O)(O)[O-].[Na+]>C(Cl)Cl.C(O)(C(F)(F)F)=O>[CH3:38][O:37][C:35](=[O:36])[C:34]1[CH:39]=[CH:40][C:31]([CH2:29][N:18]([CH2:17][C:9]2[NH:8][C:12]3[CH:13]=[CH:14][CH:15]=[CH:16][C:11]=3[N:10]=2)[CH:19]2[C:28]3[N:27]=[CH:26][CH:25]=[CH:24][C:23]=3[CH2:22][CH2:21][CH2:20]2)=[CH:32][CH:33]=1 |f:2.3,4.5|. Starting materials: crude material, C([O-])(O)=O.[Na+] (sodium bicarbonate), C(C)(C)(C)OC(=O)N1C(=NC2=C1C=CC=C2)CNC2CCCC=1C=CC=NC21 ((1-tert-butoxycarbonyl-1H-Benzimidazol-2-ylmethyl)-(5,6,7,8-tetrahydro-quinolin-8-yl)-amine), C(=O)C1=CC=C(C(=O)OC)C=C1 (methyl 4-formylbenzoate), [BH-](OC(=O)C)(OC(=O)C)OC(=O)C.[Na+] (NaBH(OAc)3). Yields the product COC(C1=CC=C(C=C1)CN(C1CCCC=2C=CC=NC12)CC1=NC2=C(N1)C=CC=C2)=O (4-{[(1H-Benzimidazol-2-ylmethyl)-(5,6,7,8-tetrahydro-quinolin-8-yl)-amino]-methyl}-benzoic acid methyl ester). Starting materials: CO, [Na+], [OH-], COC(=O)CCc1ccc(C(=O)NCc2ccccn2)cc1. The product is O=C(O)CCc1ccc(C(=O)NCc2ccccn2)cc1. RXN SMILES: [CH3:25][OH:26].[Na+:24].[OH-:23].[n:1]1[c:2]([CH2:7][NH:8][C:9](=[O:10])[c:11]2[cH:12][cH:13][c:14]([CH2:17][CH2:18][C:19](=[O:20])[O:21][CH3:22])[cH:15][cH:16]2)[cH:3][cH:4][cH:5][cH:6]1>>[n:1]1[c:2]([CH2:7][NH:8][C:9](=[O:10])[c:11]2[cH:12][cH:13][c:14]([CH2:17][CH2:18][C:19](=[O:20])[OH:21])[cH:15][cH:16]2)[cH:3][cH:4][cH:5][cH:6]1. Starting materials: FC=1C=C(C=CC1)C1(OC(N2C1CNCC2)=O)C2=CC(=CC=C2)F (1,1-Bis(3-fluorophenyl)-hexahydro-3H-oxazolo[3,4-a]pyrazin-3-one), FC1=CC=C(C=C1)CN=C=O ((4-Fluorophenyl)methyl isocyanate). The solvent is O1CCCC1 (tetrahydrofuran). Reaction conditions: time 1 hour. Yields the product FC=1C=C(C=CC1)C1(OC(N2C1CN(CC2)C(=O)NCC2=CC=C(C=C2)F)=O)C2=CC(=CC=C2)F (1,1-Bis(3-fluorophenyl)-N-[(4-fluorophenyl)methyl]-tetrahydro-3-oxo-3H-oxazolo[3,4-a]pyrazine-7(1H)-carboxamide). Isolated yield 94.4%. RXN SMILES: [F:1][C:2]1[CH:3]=[C:4]([C:8]2([C:18]3[CH:23]=[CH:22][CH:21]=[C:20]([F:24])[CH:19]=3)[CH:12]3[CH2:13][NH:14][CH2:15][CH2:16][N:11]3[C:10](=[O:17])[O:9]2)[CH:5]=[CH:6][CH:7]=1.[F:25][C:26]1[CH:31]=[CH:30][C:29]([CH2:32][N:33]=[C:34]=[O:35])=[CH:28][CH:27]=1>O1CCCC1>[F:1][C:2]1[CH:3]=[C:4]([C:8]2([C:18]3[CH:23]=[CH:22][CH:21]=[C:20]([F:24])[CH:19]=3)[CH:12]3[CH2:13][N:14]([C:34]([NH:33][CH2:32][C:29]4[CH:30]=[CH:31][C:26]([F:25])=[CH:27][CH:28]=4)=[O:35])[CH2:15][CH2:16][N:11]3[C:10](=[O:17])[O:9]2)[CH:5]=[CH:6][CH:7]=1. Procedure details: 1,1-Bis(3-fluorophenyl)-hexahydro-3H-oxazolo[3,4-a]pyrazin-3-one (0.18 g, 0.55 mmol) was dissolved in tetrahydrofuran (5 mL). (4-Fluorophenyl)methyl isocyanate (0.15 g, 1.0 mmol) was added thereto, and the mixture was stirred at room temperature for 1 hour. The reaction solution was concentrated under reduced pressure. The residue was purified with silica gel column chromatography (hexane:ethyl acetate=50:1 to ethyl acetate) to obtain the title compound (0.25 g, yield 96%). Starting materials: C1(CC1)C1=NC=CC(=N1)C1=NC=2C(=NC(=CC2)N2C[C@@H](CCC2)C(=O)N2CCCC2)N1 ((R)-(1-(2-(2-Cyclopropylpyrimidin-4-yl)-3H-imidazo[4,5-b]pyridin-5-yl)piperidin-3-yl)(pyrrolidin-1-yl)methanone), [B-](F)(F)(F)F.[B-](F)(F)(F)F.C1C[N+]2(CC[N+]1(CC2)CCl)F (Selectfluor). The solvent is CN(C=O)C (N,N-dimethylformamide). Run at temperature 0 celsius, time 30 minute. The product is C1(CC1)C1=NC=CC(=N1)C1=NC=2C(=NC(=C(C2)F)N2C[C@@H](CCC2)C(=O)N2CCCC2)N1 ((R)-(1-(2-(2-Cyclopropylpyrimidin-4-yl)-6-fluoro-3H-imidazo[4,5-b]pyridin-5-yl)piperidin-3-yl)(pyrrolidin-1-yl)methanone). RXN SMILES: [CH:1]1([C:4]2[N:9]=[C:8]([C:10]3[NH:31][C:13]4=[N:14][C:15]([N:18]5[CH2:23][CH2:22][CH2:21][C@@H:20]([C:24]([N:26]6[CH2:30][CH2:29][CH2:28][CH2:27]6)=[O:25])[CH2:19]5)=[CH:16][CH:17]=[C:12]4[N:11]=3)[CH:7]=[CH:6][N:5]=2)[CH2:3][CH2:2]1.[B-](F)(F)(F)[F:33].[B-](F)(F)(F)F.C1[N+]2(CCl)CC[N+](F)(CC2)C1>CN(C)C=O>[CH:1]1([C:4]2[N:9]=[C:8]([C:10]3[NH:31][C:13]4=[N:14][C:15]([N:18]5[CH2:23][CH2:22][CH2:21][C@@H:20]([C:24]([N:26]6[CH2:27][CH2:28][CH2:29][CH2:30]6)=[O:25])[CH2:19]5)=[C:16]([F:33])[CH:17]=[C:12]4[N:11]=3)[CH:7]=[CH:6][N:5]=2)[CH2:3][CH2:2]1 |f:1.2.3|. Procedure: (R)-(1-(2-(2-Cyclopropylpyrimidin-4-yl)-3H-imidazo[4,5-b]pyridin-5-yl)piperidin-3-yl)(pyrrolidin-1-yl)methanone (Example 95, 100 mg, 0.2 mmol) was dissolved in N,N-dimethylformamide. The solution was cooled to 0° C. and Selectfluor (87 mg, 0.2 mmol) was added. The reaction mixture was stirred at 0° C. for 30 min and then at room temperature for 18 h. The reaction mixture was partitioned between ethyl acetate and water. The organics were washed with brine, dried over magnesium sulfate, filtered, ... The reactants are FC=1C=C(CN)C=CC1C(F)(F)F (3-fluoro-4-(trifluoromethyl)benzylamine), C20H16F4N2O, C1=NC=CC2=C(C=CC=C12)C(C(=O)O)C (2-(5-isoquinolinyl)propanoic acid), C1=NC=CC2=C(C=CC=C12)CC(=O)O (5-isoquinolinylacetic acid). The product is FC=1C=C(CNC(C(C)C2=C3C=CN=CC3=CC=C2)=O)C=CC1C(F)(F)F (N-[3-fluoro-4-(trifluoromethyl)benzyl]-2-(5-isoquinolinyl)propanamide). As a reaction SMILES: [F:1][C:2]1[CH:3]=[C:4]([CH:7]=[CH:8][C:9]=1[C:10]([F:13])([F:12])[F:11])[CH2:5][NH2:6].[CH:14]1[C:23]2[C:18](=[C:19]([CH:24]([CH3:28])[C:25](O)=[O:26])[CH:20]=[CH:21][CH:22]=2)[CH:17]=[CH:16][N:15]=1.C1C2C(=C(CC(O)=O)C=CC=2)C=CN=1>>[F:1][C:2]1[CH:3]=[C:4]([CH:7]=[CH:8][C:9]=1[C:10]([F:11])([F:12])[F:13])[CH2:5][NH:6][C:25](=[O:26])[CH:24]([C:19]1[CH:20]=[CH:21][CH:22]=[C:23]2[C:18]=1[CH:17]=[CH:16][N:15]=[CH:14]2)[CH3:28]. Procedure details: The title compound was prepared using the procedure described in Example 222B using 3-fluoro-4-(trifluoromethyl)benzylamine and 2-(5-isoquinolinyl)propanoic acid instead of 4-(trifluoromethoxy)benzylamine and 5-isoquinolinylacetic acid. MS (ESI+) m/z 377 (M+H)+; MS (ESI−) m/z 375 (M−H)−; 1H NMR (DMSO, 300 MHz) δ 1.53 (d, J 7.1, 3H), 4.35 (d, J 6.1, 2H), 4.47 (q, J 7.1, 1H), 7.18 (m, 2H), 7.70 (m, 3H), 8.05 (m, 2H), 8.53 (d, J 6.1, 1H), 8.68 (t, J 6.8, 1H), 9.32 (s, 1H); Anal. Calcd for C20H16F4N... Reactants: O1CCC2=C1C=CC=C2 (2,3-dihydrobenzofuran), [Cl-].[Cl-].[Cl-].[Al+3] (aluminum trichloride), BrC=1C=CC(=C(C(=O)Cl)C1)Cl (5-bromo-2-chloro-benzoyl chloride). The solvent is ClCCl (dichloromethane). Run at time 2 hour. Yields the product BrC=1C=CC(=C(C1)C(=O)C=1C=CC2=C(CCO2)C1)Cl ((5-bromo-2-chloro-phenyl)-(2,3-dihydrobenzofuran-5-yl)methanone). The yield is 73.0%. Reaction SMILES: [Br:1][C:2]1[CH:3]=[CH:4][C:5]([Cl:11])=[C:6]([CH:10]=1)[C:7](Cl)=[O:8].[O:12]1[C:16]2[CH:17]=[CH:18][CH:19]=[CH:20][C:15]=2[CH2:14][CH2:13]1.[Cl-].[Cl-].[Cl-].[Al+3]>ClCCl>[Br:1][C:2]1[CH:3]=[CH:4][C:5]([Cl:11])=[C:6]([C:7]([C:19]2[CH:18]=[CH:17][C:16]3[O:12][CH2:13][CH2:14][C:15]=3[CH:20]=2)=[O:8])[CH:10]=1 |f:2.3.4.5|. Procedure: 5-bromo-2-chloro-benzoyl chloride 2a (10.8 g, 42.5 mmol) was dissolved in 100 mL dichloromethane, followed by addition of 2,3-dihydrobenzofuran 5a (5.11 g, 42.5 mmol) and addition of aluminum trichloride (6.8 g, 51.0 mmol) in batch. The reaction mixture was stirred for 2 hours. Thereafter, the reaction mixture was concentrated under reduced pressure and the resulting residue was purified by silica gel chromatography with elution system D to obtain the title compound (5-bromo-2-chloro-phenyl)-(2,... The reactants are CCOC(C)=O, N#Cc1ccc([N+](=O)[O-])c(Nc2nc(Cl)c3[nH]c(=O)n(C4CCOCC4)c3n2)c1, S. Yields the product N#Cc1ccc(N)c(Nc2nc(Cl)c3[nH]c(=O)n(C4CCOCC4)c3n2)c1. As a reaction SMILES: [CH3:31][CH2:32][O:33][C:34](=[O:35])[CH3:36].[Cl:1][c:2]1[c:3]2[nH:4][c:5](=[O:29])[n:6]([CH:23]3[CH2:24][CH2:25][O:26][CH2:27][CH2:28]3)[c:7]2[n:8][c:9]([NH:11][c:12]2[cH:13][c:14]([C:15]#[N:16])[cH:17][cH:18][c:19]2[N+:20]([O-:21])=[O:22])[n:10]1.[S:30]>>[Cl:1][c:2]1[c:3]2[nH:4][c:5](=[O:29])[n:6]([CH:23]3[CH2:24][CH2:25][O:26][CH2:27][CH2:28]3)[c:7]2[n:8][c:9]([NH:11][c:12]2[cH:13][c:14]([C:15]#[N:16])[cH:17][cH:18][c:19]2[NH2:20])[n:10]1. Starting materials: CCOC(C)=O, O=C(O)c1cc(OCC(F)(F)F)ccc1OCC(F)(F)F, NCc1ccccn1. Yields the product O=C(NCc1ccccn1)c1cc(OCC(F)(F)F)ccc1OCC(F)(F)F. RXN SMILES: [CH3:30][CH2:31][O:32][C:33](=[O:34])[CH3:35].[F:1][C:2]([CH2:3][O:4][c:5]1[c:6]([C:7](=[O:8])[OH:9])[cH:10][c:11]([O:14][CH2:15][C:16]([F:17])([F:18])[F:19])[cH:12][cH:13]1)([F:20])[F:21].[NH2:22][CH2:23][c:24]1[n:25][cH:26][cH:27][cH:28][cH:29]1>>[F:1][C:2]([CH2:3][O:4][c:5]1[c:6]([C:7](=[O:9])[NH:22][CH2:23][c:24]2[n:25][cH:26][cH:27][cH:28][cH:29]2)[cH:10][c:11]([O:14][CH2:15][C:16]([F:17])([F:18])[F:19])[cH:12][cH:13]1)([F:20])[F:21]. Reactants: S1N=NC(=C1)C(=O)Cl (1,2,3-thiadiazole-4-carbonyl chloride), COC([C@@H](NC1=C(C=CC2=CC=CC=C12)C)C)=O (N-(2-methyl-1-naphthyl)-alanine methyl ester), C([O-])(O)=O.[Na+] (sodium bicarbonate), Cl (hydrogen chloride). The solvent is C1(=CC=CC=C1)C (toluene), C1(=CC=CC=C1)C (toluene), O (water). Product: COC([C@@H](N(C1=C(C=CC2=CC=CC=C12)C)C(=O)C=1N=NSC1)C)=O (N-(1,2,3-thiadiazol-4-yl-carbonyl)-N-(2-methyl-1-naphthyl)-alanine methyl ester). Isolated yield 95.3%. As a reaction SMILES: [S:1]1[CH:5]=[C:4]([C:6](Cl)=[O:7])[N:3]=[N:2]1.[CH3:9][O:10][C:11](=[O:26])[C@H:12]([CH3:25])[NH:13][C:14]1[C:23]2[C:18](=[CH:19][CH:20]=[CH:21][CH:22]=2)[CH:17]=[CH:16][C:15]=1[CH3:24].Cl.C(=O)(O)[O-].[Na+]>C1(C)C=CC=CC=1.O>[CH3:9][O:10][C:11](=[O:26])[C@H:12]([CH3:25])[N:13]([C:6]([C:4]1[N:3]=[N:2][S:1][CH:5]=1)=[O:7])[C:14]1[C:23]2[C:18](=[CH:19][CH:20]=[CH:21][CH:22]=2)[CH:17]=[CH:16][C:15]=1[CH3:24] |f:3.4|. Reported procedure: 14 g (0.095 mole) of 1,2,3-thiadiazole-4-carbonyl chloride in 30 ml of toluene were added dropwise to a solution of 22.9 g (0.0945 mole) of N-(2-methyl-1-naphthyl)-alanine methyl ester in 100 ml of dry toluene at from +15° C. to +30° C. The mixture was stirred at 80° C. for 8 hours, during which the hydrogen chloride formed was continuously expelled in a weak stream of nitrogen. The mixture was cooled and stirred with a solution of 5 g of sodium bicarbonate in 100 ml of water. The organic phase ... Starting materials: C1COCCN1, CN1CCCCC1, CS(C)=O, CS(=O)(=O)CCCCC(c1cc(F)ccc1F)S(=O)(=O)c1ccc(F)cc1. Yields the product CS(=O)(=O)CCCCC(c1cc(F)ccc1F)S(=O)(=O)c1ccc(N2CCOCC2)cc1. Reaction SMILES: [CH2:28]1[CH2:29][O:30][CH2:31][CH2:32][NH:33]1.[CH3:34][N:35]1[CH2:36][CH2:37][CH2:38][CH2:39][CH2:40]1.[CH3:41][S:42]([CH3:43])=[O:44].[F:1][c:2]1[c:3]([CH:9]([CH2:10][CH2:11][CH2:12][CH2:13][S:14](=[O:15])(=[O:16])[CH3:17])[S:18](=[O:19])(=[O:20])[c:21]2[cH:22][cH:23][c:24]([F:27])[cH:25][cH:26]2)[cH:4][c:5]([F:8])[cH:6][cH:7]1>>[F:1][c:2]1[c:3]([CH:9]([CH2:10][CH2:11][CH2:12][CH2:13][S:14](=[O:15])(=[O:16])[CH3:17])[S:18](=[O:19])(=[O:20])[c:21]2[cH:22][cH:23][c:24]([N:33]3[CH2:28][CH2:29][O:30][CH2:31][CH2:32]3)[cH:25][cH:26]2)[cH:4][c:5]([F:8])[cH:6][cH:7]1.